From a dataset of the Open Reaction Database (ORD), a public repository of structured organic reaction records. describe an organic reaction: reactants, conditions, products, and yield The reactants are NC=1C=CC(=C(C1)[C@]1(N=C(OCC1(F)F)N)C)F ((R)-4-(5-amino-2-fluoro-phenyl)-5,5-difluoro-4-methyl-5,6-dihydro-4H-[1,3]oxazin-2-ylamine), CC=1OC(=C(N1)C(=O)O)C(F)(F)F (2-methyl-5-trifluoromethyl-oxazole-4-carboxylic acid). Yields the product NC=1OCC([C@@](N1)(C)C=1C=C(C=CC1F)NC(=O)C=1N=C(OC1C(F)(F)F)C)(F)F (2-Methyl-5-trifluoromethyl-oxazole-4-carboxylic acid [3-((R)-2-amino-5,5-difluoro-4-methyl-5,6-dihydro-4H-[1,3]oxazin-4-yl)-4-fluoro-phenyl]-amide). As a reaction SMILES: [NH2:1][C:2]1[CH:3]=[CH:4][C:5]([F:18])=[C:6]([C@:8]2([CH3:17])[C:13]([F:15])([F:14])[CH2:12][O:11][C:10]([NH2:16])=[N:9]2)[CH:7]=1.[CH3:19][C:20]1[O:21][C:22]([C:28]([F:31])([F:30])[F:29])=[C:23]([C:25](O)=[O:26])[N:24]=1>>[NH2:16][C:10]1[O:11][CH2:12][C:13]([F:14])([F:15])[C@:8]([C:6]2[CH:7]=[C:2]([NH:1][C:25]([C:23]3[N:24]=[C:20]([CH3:19])[O:21][C:22]=3[C:28]([F:31])([F:29])[F:30])=[O:26])[CH:3]=[CH:4][C:5]=2[F:18])([CH3:17])[N:9]=1. Reported procedure: The condensation of (R)-4-(5-amino-2-fluoro-phenyl)-5,5-difluoro-4-methyl-5,6-dihydro-4H-[1,3]oxazin-2-ylamine (intermediate XI-1) and 2-methyl-5-trifluoromethyl-oxazole-4-carboxylic acid following procedure I yielded the title compound as a colorless foam. MS (ISP): m/z=437.1 [M+H]+.